Dataset: the Open Reaction Database (ORD), a public repository of structured organic reaction records. Task: describe an organic reaction: reactants, conditions, products, and yield The reactants are C1=C2C3=C(C=NC2=CC=C1)N=C1N3OCCCC1 (8,9,10,11-tetrahydro[1,2]oxazepino[2′,3′:1,2]imidazo[4,5-c]quinoline), ClC=1C=C(C(=O)OO)C=CC1 (3-chloroperoxybenzoic acid). The solvent is ClCCl (dichloromethane), ClCCl (dichloromethane). Conditions: time 40 minute. The product is C1=C2C3=C(C=[N+](C2=CC=C1)[O-])N=C1N3OCCCC1 (8,9,10,11-tetrahydro[1,2]oxazepino[2′,3′:1,2]imidazo[4,5-c]quinoline 5-oxide). Isolated yield 89.6%. Reaction SMILES: [CH:1]1[CH:10]=[CH:9][CH:8]=[C:7]2[C:2]=1[C:3]1[N:13]3[O:14][CH2:15][CH2:16][CH2:17][CH2:18][C:12]3=[N:11][C:4]=1[CH:5]=[N:6]2.ClC1C=C(C=CC=1)C(OO)=[O:24]>ClCCl>[CH:1]1[CH:10]=[CH:9][CH:8]=[C:7]2[C:2]=1[C:3]1[N:13]3[O:14][CH2:15][CH2:16][CH2:17][CH2:18][C:12]3=[N:11][C:4]=1[CH:5]=[N+:6]2[O-:24]. Procedure: A solution of 8,9,10,11-tetrahydro[1,2]oxazepino[2′,3′:1,2]imidazo[4,5-c]quinoline (0.1449 g, 0.605 mmol) in 6 mL of dichloromethane was treated with 3-chloroperoxybenzoic acid (0.30 g, 57-86% purity). After stirring for 40 minutes, the reaction mixture was diluted with dichloromethane, washed successively with dilute aqueous K2CO3, H2O, and brine, dried over Na2SO4, and concentrated under reduced pressure to give 0.1384 g of 8,9,10,11-tetrahydro[1,2]oxazepino[2′,3′:1,2]imidazo[4,5-c]quinoline 5... Reactants: CCOC(=O)c1cc(C)nn1-c1ccc(OC)cc1, CCO, Cl, [Na+], [OH-], O. As a reaction SMILES: [CH2:1]([CH3:2])[O:3][C:4](=[O:5])[c:6]1[n:7](-[c:12]2[cH:13][cH:14][c:15]([O:18][CH3:19])[cH:16][cH:17]2)[n:8][c:9]([CH3:11])[cH:10]1.[CH3:23][CH2:24][OH:25].[ClH:22].[Na+:21].[OH-:20].[OH2:26]>>[O:3]=[C:4]([OH:5])[c:6]1[n:7](-[c:12]2[cH:13][cH:14][c:15]([O:18][CH3:19])[cH:16][cH:17]2)[n:8][c:9]([CH3:11])[cH:10]1. Product: COc1ccc(-n2nc(C)cc2C(=O)O)cc1. Yields the product ClC1=CC=C(OC(C(=O)O)C2=CC=C(C=C2)OC2=CC=C(C=C2)Cl)C=C1 ((p-Chlorophenoxy)[p-(p-chlorophenoxy)phenyl]acetic acid). As a reaction SMILES: [OH-].[K+].[Cl:3][C:4]1[CH:29]=[CH:28][C:7]([O:8][CH:9]([C:14]2[CH:19]=[CH:18][C:17]([O:20][C:21]3[CH:26]=[CH:25][C:24]([Cl:27])=[CH:23][CH:22]=3)=[CH:16][CH:15]=2)[C:10]([O:12]C)=[O:11])=[CH:6][CH:5]=1.O>CO>[Cl:3][C:4]1[CH:29]=[CH:28][C:7]([O:8][CH:9]([C:14]2[CH:15]=[CH:16][C:17]([O:20][C:21]3[CH:26]=[CH:25][C:24]([Cl:27])=[CH:23][CH:22]=3)=[CH:18][CH:19]=2)[C:10]([OH:12])=[O:11])=[CH:6][CH:5]=1 |f:0.1|. Isolated yield 94.3%. Run in CO (methanol). Reported procedure: To a solution of 10 g of KOH in 80 ml of 50% methanol is added 30.2 g of methyl (p-chlorophenoxy)-[p-(p-chlorophenoxy)phenyl]acetate. The mixture is refluxed for 3 hours, cooled, poured into 100 ml of water. The solution is extracted with two 100-ml portions of ether. The aqueous layer is acidified with concentrated hydrochloric acid. The mixture is extracted with two 100-ml portions of ether and the extracts are washed with water, brine and dried (MgSO4). Evaporation of the solvent yields an oi... The reactants are [OH-].[K+] (KOH), ClC1=CC=C(OC(C(=O)OC)C2=CC=C(C=C2)OC2=CC=C(C=C2)Cl)C=C1 (methyl (p-chlorophenoxy)-[p-(p-chlorophenoxy)phenyl]acetate), O (water). Reactants: CNc1ccc(Oc2ccnc(NC(=O)CNC(=O)OC(C)(C)C)c2)cc1[N+](=O)[O-], C1CCOC1, CCN(C(C)C)C(C)C, CCOC(=O)Cl, NN, CN(C)C=O, O. The product is CCOC(=O)Nc1cc(Oc2ccc(NC)c([N+](=O)[O-])c2)ccn1. Reaction SMILES: [C:7]([O:8][C:9](=[O:10])[NH:11][CH2:12][C:13](=[O:14])[NH:16][c:17]1[n:18][cH:19][cH:20][c:21]([O:23][c:24]2[cH:25][c:26]([N+:32](=[O:33])[O-:34])[c:27]([NH:30][CH3:31])[cH:28][cH:29]2)[cH:22]1)([CH3:15])([CH3:35])[CH3:36].[CH2:49]1[O:50][CH2:51][CH2:52][CH2:53]1.[CH:37]([N:38]([CH2:39][CH3:40])[CH:41]([CH3:42])[CH3:43])([CH3:44])[CH3:45].[Cl:1][C:2](=[O:3])[O:4][CH2:5][CH3:6].[NH2:47][NH2:48].[O:54]=[CH:55][N:56]([CH3:57])[CH3:58].[OH2:46]>>[C:2](=[O:3])([O:4][CH2:5][CH3:6])[NH:16][c:17]1[n:18][cH:19][cH:20][c:21]([O:23][c:24]2[cH:25][c:26]([N+:32](=[O:33])[O-:34])[c:27]([NH:30][CH3:31])[cH:28][cH:29]2)[cH:22]1. Reported procedure: A suspension of 1.05 g lithium aluminum hydride in 35 ml anhydrous tetrahydrofuran was cooled to 0° C., 0.92 ml of 100% sulfuric acid was added dropwise while maintaining the temperature in the range from 0° to 7° C., and the mixture was stirred for 30 minutes in the above temperature range. A tetrahydrofuran solution (7 ml) containing 711 mg 8-ethoxycarbonyl-3-methoxy-2-methyl-1-oxa-8-azaspiro[4,5]-decane was then added, and stirring was continued at that temperature for one hour. Ether (35 ml)... The solvent is O1CCCC1 (tetrahydrofuran), CCOCC (Ether), O1CCCC1 (tetrahydrofuran). Product: N (ammonia), COC1C(OC2(C1)CCN(CC2)C)C (3-methoxy-2,8-dimethyl-1-oxa-8-azaspiro[4,5]decane). Isolated yield 145.3%. Starting materials: [H-].[Al+3].[Li+].[H-].[H-].[H-] (lithium aluminum hydride), C(C)OC(=O)N1CCC2(CC(C(O2)C)OC)CC1 (8-ethoxycarbonyl-3-methoxy-2-methyl-1-oxa-8-azaspiro[4,5]-decane), O.O.O.O.O.O.O.O.O.O.S(=O)(=O)([O-])[O-].[Na+].[Na+] (sodium sulfate decahydrate), S(O)(O)(=O)=O (sulfuric acid). As a reaction SMILES: [H-].[Al+3].[Li+].[H-].[H-].[H-].S(=O)(=O)(O)O.C(O[C:15]([N:17]1[CH2:29][CH2:28][C:20]2([O:24][CH:23]([CH3:25])[CH:22]([O:26][CH3:27])[CH2:21]2)[CH2:19][CH2:18]1)=O)C.O.O.O.O.O.O.O.O.O.O.S([O-])([O-])(=O)=O.[Na+].[Na+]>O1CCCC1.CCOCC>[NH3:17].[CH3:27][O:26][CH:22]1[CH2:21][C:20]2([CH2:28][CH2:29][N:17]([CH3:15])[CH2:18][CH2:19]2)[O:24][CH:23]1[CH3:25] |f:0.1.2.3.4.5,8.9.10.11.12.13.14.15.16.17.18.19.20|. Conditions: temperature 0 celsius, time 30 minute. The reactants are ClC=1C=C(C=CC1)C1=NN2C=NC=CC2=C1C(C#C)O (1-[2-(3-chlorophenyl)pyrazolo[1,5-c]pyrimidin-3-yl]-2-propyn-1-ol). The reagents and catalysts are [O-2].[O-2].[Mn+4] (manganese dioxide). Run in C(Cl)(Cl)Cl (chloroform). Reaction conditions: temperature 0 celsius, time 10 minute. Product: ClC=1C=C(C=CC1)C1=NN2C=NC=CC2=C1C(C#C)=O (1-[2-(3-chlorophenyl)pyrazolo[1,5-c]pyrimidin-3-yl]-2-propyn-1-one). The yield is 100.0%. Reaction SMILES: [Cl:1][C:2]1[CH:3]=[C:4]([C:8]2[C:16]([CH:17]([OH:20])[C:18]#[CH:19])=[C:15]3[N:10]([CH:11]=[N:12][CH:13]=[CH:14]3)[N:9]=2)[CH:5]=[CH:6][CH:7]=1>C(Cl)(Cl)Cl.[O-2].[O-2].[Mn+4]>[Cl:1][C:2]1[CH:3]=[C:4]([C:8]2[C:16]([C:17](=[O:20])[C:18]#[CH:19])=[C:15]3[N:10]([CH:11]=[N:12][CH:13]=[CH:14]3)[N:9]=2)[CH:5]=[CH:6][CH:7]=1 |f:2.3.4|. Reported procedure: To a cold (0° C.) solution of 1-[2-(3-chlorophenyl)pyrazolo[1,5-c]pyrimidin-3-yl]-2-propyn-1-ol (1.41 g, 4.97 mmol) in chloroform (600 mL) was added manganese dioxide (30.3 g, 0.348 mol). The reaction mixture was stirred at 0° C. for 10 minutes then filtered through a pad of celite. The filtrate was concentrated in vacuo to provide 1-[2-(3-chlorophenyl)pyrazolo[1,5-c]pyrimidin-3-yl]-2-propyn-1-one (1.40 g, 100%) as a white solid. Rf 0.37 (2:1 hexanes:ethyl acetate); 1H NMR (CDCl3) δ 9.39 (s, 1H)...